From a dataset of the Open Reaction Database (ORD), a public repository of structured organic reaction records. describe an organic reaction: reactants, conditions, products, and yield The reactants are [Li]CCCC, C1CCOC1, CC(C)(COC1CCCCO1)c1cc(NC(=O)C(C)(C)S(=O)(=O)CC2CCOCC2)on1, CI. Yields the product CC(C1CCOCC1)S(=O)(=O)C(C)(C)C(=O)Nc1cc(C(C)(C)COC2CCCCO2)no1. RXN SMILES: [CH2:33]([Li:34])[CH2:35][CH2:36][CH3:37].[CH2:40]1[O:41][CH2:42][CH2:43][CH2:44]1.[CH3:1][C:2]([CH2:3][O:4][CH:5]1[O:6][CH2:7][CH2:8][CH2:9][CH2:10]1)([CH3:11])[c:12]1[n:13][o:14][c:15]([NH:17][C:18]([C:19]([CH3:20])([S:21](=[O:22])(=[O:23])[CH2:24][CH:25]2[CH2:26][CH2:27][O:28][CH2:29][CH2:30]2)[CH3:31])=[O:32])[cH:16]1.[CH3:38][I:39]>>[CH3:1][C:2]([CH2:3][O:4][CH:5]1[O:6][CH2:7][CH2:8][CH2:9][CH2:10]1)([CH3:11])[c:12]1[n:13][o:14][c:15]([NH:17][C:18]([C:19]([CH3:20])([S:21](=[O:22])(=[O:23])[CH:24]([CH:25]2[CH2:26][CH2:27][O:28][CH2:29][CH2:30]2)[CH3:33])[CH3:31])=[O:32])[cH:16]1.